Dataset: the Open Reaction Database (ORD), a public repository of structured organic reaction records. Task: describe an organic reaction: reactants, conditions, products, and yield Starting materials: C(C)(=O)OCC (ethyl acetate), COC(C1=C(C=CC=C1)CBr)=O (2-bromomethyl-benzoic acid methyl ester), ClC=1C=C(C=CC1)CCCN (3-(3-chloro-phenyl)-propylamine), C(=O)([O-])[O-].[K+].[K+] (K2CO3). Solvent: C1(=CC=CC=C1)C (toluene), CCCCCC (hexane). Conditions: temperature 100 celsius, time 2 hour. The product is ClC=1C=C(C=CC1)CCCN1C(C2=CC=CC=C2C1)=O (2-[3-(3-chloro-phenyl)-propyl]-2,3-dihydro-isoindol-1-one). Yield: 73.5%. As a reaction SMILES: CO[C:3](=[O:12])[C:4]1[CH:9]=[CH:8][CH:7]=[CH:6][C:5]=1[CH2:10]Br.[Cl:13][C:14]1[CH:15]=[C:16]([CH2:20][CH2:21][CH2:22][NH2:23])[CH:17]=[CH:18][CH:19]=1.C([O-])([O-])=O.[K+].[K+].C(OCC)(=O)C>C1(C)C=CC=CC=1.CCCCCC>[Cl:13][C:14]1[CH:15]=[C:16]([CH2:20][CH2:21][CH2:22][N:23]2[CH2:10][C:5]3[C:4](=[CH:9][CH:8]=[CH:7][CH:6]=3)[C:3]2=[O:12])[CH:17]=[CH:18][CH:19]=1 |f:2.3.4|. Procedure details: A mixture of 2-bromomethyl-benzoic acid methyl ester (0.115 g, 0.5 mmol), 3-(3-chloro-phenyl)-propylamine (0.102 g, 0.6 mmol), and K2CO3 (0.207 g, 1.5 mmol) in toluene (3 mL) was heated with stirring at 100° C. for 2 h. Workup and silica gel column chromatography using 30% ethyl acetate in hexane afforded 2-[3-(3-chloro-phenyl)-propyl]-2,3-dihydro-isoindol-1-one (0.105 g, 71%). 1H NMR (300 MHz, CDCl3): δ (ppm) 1.96 (m, 2H), 2.69 (t, 2H), 3.66 (t, 2H), 4.36 (s, 2H), 7.12-7.58 (m, 7H), 7.84 (d, 1H... The reactants are ClC1=NC2=CC=CC=C2C(=C1)C1=C(C=CC=C1)Cl (2-chloro-4-(o-chlorophenyl)quinoline), O.NN (hydrazine hydrate). Yields the product ClC1=C(C=CC=C1)C1=CC(=NC2=CC=CC=C12)NN (4-(o-chlorophenyl)-2-hydrazinoquinoline). Reaction SMILES: Cl[C:2]1[CH:11]=[C:10]([C:12]2[CH:17]=[CH:16][CH:15]=[CH:14][C:13]=2[Cl:18])[C:9]2[C:4](=[CH:5][CH:6]=[CH:7][CH:8]=2)[N:3]=1.O.[NH2:20][NH2:21]>>[Cl:18][C:13]1[CH:14]=[CH:15][CH:16]=[CH:17][C:12]=1[C:10]1[C:9]2[C:4](=[CH:5][CH:6]=[CH:7][CH:8]=2)[N:3]=[C:2]([NH:20][NH2:21])[CH:11]=1 |f:1.2|. Reported procedure: In the manner given in Example 1, 2-chloro-4-(o-chlorophenyl)quinoline is reacted at reflux with hydrazine hydrate to give 4-(o-chlorophenyl)-2-hydrazinoquinoline. The reactants are NC1=C(C(N(C(N1)=O)C)=O)N=O (6-amino-3-methyl-5-nitrosopyrimidine-2,4(1H,3H)-dione), S(=O)([O-])S(=O)[O-].[Na+].[Na+] (sodium hydrosulfite). The solvent is [OH-].[NH4+] (ammonium hydroxide). Conditions: temperature 70 celsius, time 1 hour. Product: NC=1C(N(C(NC1N)=O)C)=O (5,6-diamino-3-methylpyrimidine-2,4(1H,3H)-dione). Yield: 30.1%. RXN SMILES: [NH2:1][C:2]1[NH:7][C:6](=[O:8])[N:5]([CH3:9])[C:4](=[O:10])[C:3]=1[N:11]=O.S(S([O-])=O)([O-])=O.[Na+].[Na+]>[OH-].[NH4+]>[NH2:11][C:3]1[C:4](=[O:10])[N:5]([CH3:9])[C:6](=[O:8])[NH:7][C:2]=1[NH2:1] |f:1.2.3,4.5|. Procedure details: To a solution of 6-amino-3-methyl-5-nitrosopyrimidine-2,4(1H,3H)-dione in ammonium hydroxide (100 mL) was added sodium hydrosulfite (6.8 g, 39.1 mmol) in small portions at 70° C., the mixture was stirred at 70° C. for 1 h. The mixture was concentrated and ice-water was added. The slurry was filtered and the filter cake was washed with water and ethanol and dried under vacuum to give 5,6-diamino-3-methylpyrimidine-2,4(1H,3H)-dione (2.0 g, 30.1% yield over two steps) as yellow solid. LCMS MH+ 157. Reactants: CS(=O)(=O)C1=C(C(=C(C(=O)OC)C=C1)CSC)F (methyl 4-methylsulfonyl-3-fluoro-2-methylthiomethylbenzoate), [OH-].[Na+] (NaOH). The solvent is CO (methanol). Conditions: time 4 hour. The product is CS(=O)(=O)C1=C(C(=C(C(=O)O)C=C1)CSC)F (4-Methylsulfonyl-3-fluoro-2-methylthiomethylbenzoic acid). As a reaction SMILES: [CH3:1][S:2]([C:5]1[CH:14]=[CH:13][C:8]([C:9]([O:11]C)=[O:10])=[C:7]([CH2:15][S:16][CH3:17])[C:6]=1[F:18])(=[O:4])=[O:3].[OH-].[Na+]>CO>[CH3:1][S:2]([C:5]1[CH:14]=[CH:13][C:8]([C:9]([OH:11])=[O:10])=[C:7]([CH2:15][S:16][CH3:17])[C:6]=1[F:18])(=[O:3])=[O:4] |f:1.2|. Reported procedure: 20 g (0.07 mol) of methyl 4-methylsulfonyl-3-fluoro-2-methylthiomethylbenzoate were dissolved in 400 ml of methanol, and 10.95 g (0.27 mol) of a 2N NaOH solution were added. The solution was stirred at RT for 4 h. The methanol was removed. The residue was taken up in water and acidified with 2N HCl. This was followed by extraction with CH2Cl2 and the organic phase was dried over MgSO4 and concentrated to completion.